This data is from the Open Reaction Database (ORD), a public repository of structured organic reaction records. The task is: describe an organic reaction: reactants, conditions, products, and yield The reactants are CC(C)(C)OC(=O)N1CCC(n2ncc3c(Cl)ncnc32)CC1, Oc1ccc(F)cc1, C1CCOC1. Yields the product CC(C)(C)OC(=O)N1CCC(n2ncc3c(Oc4ccc(F)cc4)ncnc32)CC1. Reaction SMILES: [C:1]([CH3:2])([CH3:3])([CH3:4])[O:5][C:6](=[O:7])[N:8]1[CH2:9][CH2:10][CH:11]([n:14]2[n:15][cH:16][c:17]3[c:18]2[n:19][cH:20][n:21][c:22]3[Cl:23])[CH2:12][CH2:13]1.[F:24][c:25]1[cH:26][cH:27][c:28]([OH:31])[cH:29][cH:30]1.[O:32]1[CH2:33][CH2:34][CH2:35][CH2:36]1>>[C:1]([CH3:2])([CH3:3])([CH3:4])[O:5][C:6](=[O:7])[N:8]1[CH2:9][CH2:10][CH:11]([n:14]2[n:15][cH:16][c:17]3[c:18]2[n:19][cH:20][n:21][c:22]3[O:31][c:28]2[cH:27][cH:26][c:25]([F:24])[cH:30][cH:29]2)[CH2:12][CH2:13]1. The reactants are [OH-].[Li+] (lithium hydroxide), COC(CC(CCC)N1C(N(C2=C1C=CC=C2)CC2=C1CC(NC1=CC(=C2)Br)=O)=O)=O (3-[3-(6-Bromo-2-oxo-2,3-dihydro-1H-indol-4-ylmethyl)-2-oxo-2,3-dihydro-benzoimidazol-1-yl]-hexanoic acid methyl ester), Cl (HCl). The solvent is O (water), O1CCOCC1 (dioxane). Yields the product BrC1=CC(=C2CC(NC2=C1)=O)CN1C(N(C2=C1C=CC=C2)C(CC(=O)O)CCC)=O (3-[3-(6-Bromo-2-oxo-2,3-dihydro-1H-indol-4-ylmethyl)-2-oxo-2,3-dihydro-benzoimidazol -1-yl]-hexanoic acid). Yield: 93.7%. Reaction SMILES: C[O:2][C:3](=[O:31])[CH2:4][CH:5]([N:9]1[C:13]2[CH:14]=[CH:15][CH:16]=[CH:17][C:12]=2[N:11]([CH2:18][C:19]2[CH:27]=[C:26]([Br:28])[CH:25]=[C:24]3[C:20]=2[CH2:21][C:22](=[O:29])[NH:23]3)[C:10]1=[O:30])[CH2:6][CH2:7][CH3:8].[OH-].[Li+].Cl>O1CCOCC1.O>[Br:28][C:26]1[CH:25]=[C:24]2[C:20]([CH2:21][C:22](=[O:29])[NH:23]2)=[C:19]([CH2:18][N:11]2[C:12]3[CH:17]=[CH:16][CH:15]=[CH:14][C:13]=3[N:9]([CH:5]([CH2:6][CH2:7][CH3:8])[CH2:4][C:3]([OH:31])=[O:2])[C:10]2=[O:30])[CH:27]=1 |f:1.2|. Procedure details: 3-[3-(6-Bromo-2-oxo-2,3-dihydro-1H-indol-4-ylmethyl)-2-oxo-2,3-dihydro-benzoimidazol-1-yl]-hexanoic acid methyl ester 80 mg (0.16 mmol) is dissolved in 2.5 mL of dioxane and then lithium hydroxide (10 mg, 0.43 mmol in 1.5 mL of water) is added drop wise to the reaction mixture. The reaction is stirred at room temperature and monitored by LC/MS. Upon completion the reaction is acidified by the addition of 1N HCl, and diluted with 10 mL of water. A solid precipitated that is collected and dried to... Reactants: O=C([O-])[O-], NCc1cccc(OCc2ccccc2)c1, C1COCCO1, CC(C)n1ncc(Cl)c(Cl)c1=O, Cl, [K+], [K+], O. Product: CC(C)n1ncc(NCc2cccc(OCc3ccccc3)c2)c(Cl)c1=O. Reaction SMILES: [C:30](=[O:31])([O-:32])[O-:33].[CH2:2]([c:3]1[cH:4][cH:5][cH:6][cH:7][cH:8]1)[O:9][c:10]1[cH:11][c:12]([CH2:13][NH2:14])[cH:15][cH:16][cH:17]1.[CH2:36]1[O:37][CH2:38][CH2:39][O:40][CH2:41]1.[CH:18]([CH3:19])([CH3:20])[n:21]1[n:22][cH:23][c:24]([Cl:29])[c:25]([Cl:28])[c:26]1=[O:27].[ClH:1].[K+:34].[K+:35].[OH2:42]>>[CH2:2]([c:3]1[cH:4][cH:5][cH:6][cH:7][cH:8]1)[O:9][c:10]1[cH:11][c:12]([CH2:13][NH:14][c:24]2[cH:23][n:22][n:21]([CH:18]([CH3:19])[CH3:20])[c:26](=[O:27])[c:25]2[Cl:28])[cH:15][cH:16][cH:17]1. The reactants are O=C(OCc1ccccc1)C1CCCN1, ClCCl, C1CCC(NC2CCCCC2)CC1, Cl, O=C(NCCCCC(NS(=O)(=O)c1ccccc1[N+](=O)[O-])C(=O)O)OCc1ccccc1, On1nnc2ccccc21. As a reaction SMILES: [CH2:47]([c:48]1[cH:49][cH:50][cH:51][cH:52][cH:53]1)[O:54][C:55]([CH:56]1[NH:57][CH2:58][CH2:59][CH2:60]1)=[O:61].[CH2:72]([Cl:73])[Cl:74].[CH:1]1([NH:2][CH:3]2[CH2:4][CH2:5][CH2:6][CH2:7][CH2:8]2)[CH2:9][CH2:10][CH2:11][CH2:12][CH2:13]1.[ClH:46].[N+:14](=[O:15])([O-:16])[c:17]1[c:18]([S:23](=[O:24])(=[O:25])[NH:26][CH:27]([CH2:28][CH2:29][CH2:30][CH2:31][NH:32][C:33](=[O:34])[O:35][CH2:36][c:37]2[cH:38][cH:39][cH:40][cH:41][cH:42]2)[C:43](=[O:44])[OH:45])[cH:19][cH:20][cH:21][cH:22]1.[OH:62][n:63]1[c:64]2[c:65]([cH:66][cH:67][cH:68][cH:69]2)[n:70][n:71]1>>[N+:14](=[O:15])([O-:16])[c:17]1[c:18]([S:23](=[O:24])(=[O:25])[NH:26][CH:27]([CH2:28][CH2:29][CH2:30][CH2:31][NH:32][C:33](=[O:34])[O:35][CH2:36][c:37]2[cH:38][cH:39][cH:40][cH:41][cH:42]2)[C:43](=[O:44])[N:57]2[CH:56]([C:55]([O:54][CH2:47][c:48]3[cH:49][cH:50][cH:51][cH:52][cH:53]3)=[O:61])[CH2:60][CH2:59][CH2:58]2)[cH:19][cH:20][cH:21][cH:22]1. Product: O=C(NCCCCC(NS(=O)(=O)c1ccccc1[N+](=O)[O-])C(=O)N1CCCC1C(=O)OCc1ccccc1)OCc1ccccc1. The reactants are Cc1csc2ccc(C(F)(F)F)cc12, O=S(=O)(O)Cl, ClCCl, O. The product is Cc1c(S(=O)(=O)Cl)sc2ccc(C(F)(F)F)cc12. As a reaction SMILES: [CH3:1][c:2]1[c:3]2[c:4]([s:5][cH:6]1)[cH:7][cH:8][c:9]([C:11]([F:12])([F:13])[F:14])[cH:10]2.[Cl:15][S:16](=[O:17])(=[O:18])[OH:19].[Cl:21][CH2:22][Cl:23].[OH2:20]>>[CH3:1][c:2]1[c:3]2[c:4]([s:5][c:6]1[S:16]([Cl:15])(=[O:17])=[O:18])[cH:7][cH:8][c:9]([C:11]([F:12])([F:13])[F:14])[cH:10]2. Starting materials: CS(=O)(=O)OCCC=1NC(=CN1)CC1=CC=C(C=C1)C#N (2-(-5-(4-cyanobenzyl)-imidazolyl)ethyl methanesulfonate), ClC1=C(C=CC=C1)C1C(NCCN1)=O (3-(chlorophenyl)piperazin-2-one), [I-].[Na+] (sodium iodide), CCN(C(C)C)C(C)C (Hunigs base), CN(C)C=O (DMF). Reaction conditions: temperature 55 celsius, time 12 hour. Yields the product C(#N)C1=CC=C(CC2=CN=C(N2)C(C)N2CC(N(CC2)C2=CC(=CC=C2)Cl)=O)C=C1 (4-[5-(4-Cyanobenzyl)-1-imidazolylethyl]-1-(3-chlorophenyl)piperazin-2-one). Reaction SMILES: CS(O[CH2:6][CH2:7][C:8]1[NH:9][C:10]([CH2:13][C:14]2[CH:19]=[CH:18][C:17]([C:20]#[N:21])=[CH:16][CH:15]=2)=[CH:11][N:12]=1)(=O)=O.[Cl:22][C:23]1[CH:28]=C[CH:26]=[CH:25][C:24]=1C1NCCNC1=O.[I-].[Na+].C[CH2:39][N:40](C(C)C)[CH:41](C)C.[CH3:47][N:48]([CH:50]=[O:51])[CH3:49]>>[C:20]([C:17]1[CH:18]=[CH:19][C:14]([CH2:13][C:10]2[NH:9][C:8]([CH:7]([N:40]3[CH2:41][CH2:47][N:48]([C:49]4[CH:26]=[CH:25][CH:24]=[C:23]([Cl:22])[CH:28]=4)[C:50](=[O:51])[CH2:39]3)[CH3:6])=[N:12][CH:11]=2)=[CH:15][CH:16]=1)#[N:21] |f:2.3|. Procedure details: A solution of 2-(-5-(4-cyanobenzyl)-imidazolyl)ethyl methanesulfonate (24 mg, 0.079 mmol) in DMF (0.2 ml) was added to 3-(chlorophenyl)piperazin-2-one (17.7 mg, 0.084 mmol), sodium iodide (50 mg, 0.336 mmol) and Hunigs base (0,0146 ml, 0.084 mmol). The mixture was stirred at 55° C. for 12 hours, and the solvent evaporated in vacuo. The residue was purified by preparative tic eluting with 10% saturated ammonia/acetonitrile to afford the title compound. 1H NMR δ CDCl3 (7.61 (2H, d, J=8.4 Hz), 7.56... Starting materials: C, C1CCOC1, CO, CCCCCCCCCCOc1cnc(-c2ccc(C#CCCCC(C)O)cc2)nc1, [Pd]. Yields the product CCCCCCCCCCOc1cnc(-c2ccc(CCCCCC(C)O)cc2)nc1. RXN SMILES: [C:34].[CH2:36]1[O:37][CH2:38][CH2:39][CH2:40]1.[CH3:32][OH:33].[OH:1][CH:2]([CH2:3][CH2:4][CH2:5][C:6]#[C:7][c:8]1[cH:9][cH:10][c:11](-[c:14]2[n:15][cH:16][c:17]([O:20][CH2:21][CH2:22][CH2:23][CH2:24][CH2:25][CH2:26][CH2:27][CH2:28][CH2:29][CH3:30])[cH:18][n:19]2)[cH:12][cH:13]1)[CH3:31].[Pd:35]>>[OH:1][CH:2]([CH2:3][CH2:4][CH2:5][CH2:6][CH2:7][c:8]1[cH:9][cH:10][c:11](-[c:14]2[n:15][cH:16][c:17]([O:20][CH2:21][CH2:22][CH2:23][CH2:24][CH2:25][CH2:26][CH2:27][CH2:28][CH2:29][CH3:30])[cH:18][n:19]2)[cH:12][cH:13]1)[CH3:31]. The reactants are C1CCC(C=2C3=CC=CC=C3NC12)C(=O)O (1,2,3,4-tetrahydrocarbazole-4-carboxylic acid), C(C1=CC=CC=C1)Cl (benzyl chloride), C([O-])([O-])=O.[Na+].[Na+] (sodium carbonate). The solvent is CN(C=O)C (dimethylformamide). Product: C1CCC(C=2C3=CC=CC=C3NC12)C(=O)OCC1=CC=CC=C1 (Benzyl 1,2,3,4-tetrahydrocarbazole-4-carboxylate). RXN SMILES: [CH2:1]1[C:13]2[NH:12][C:11]3[C:6](=[CH:7][CH:8]=[CH:9][CH:10]=3)[C:5]=2[CH:4]([C:14]([OH:16])=[O:15])[CH2:3][CH2:2]1.[CH2:17](Cl)[C:18]1[CH:23]=[CH:22][CH:21]=[CH:20][CH:19]=1.C(=O)([O-])[O-].[Na+].[Na+]>CN(C)C=O>[CH2:1]1[C:13]2[NH:12][C:11]3[C:6](=[CH:7][CH:8]=[CH:9][CH:10]=3)[C:5]=2[CH:4]([C:14]([O:16][CH2:17][C:18]2[CH:23]=[CH:22][CH:21]=[CH:20][CH:19]=2)=[O:15])[CH2:3][CH2:2]1 |f:2.3.4|. Reported procedure: A stirred mixture of 13 g. 1,2,3,4-tetrahydrocarbazole-4-carboxylic acid, 7.8 g. benzyl chloride and 6.5 g. sodium carbonate in dry dimethylformamide was heated on a steam bath for one hour and filtered. The dimethylformamide was evaporated under reduced pressure and the resulting oil was taken up in ether. The ether solution was washed with water, dried and evaporated to give, after recrystallization, 15.5 g. of the title compound, m.p. 108°-112°C. (heptane). Starting materials: O=C(OOC(=O)c1ccccc1)c1ccccc1, Cc1ccc2c(Cl)cc(C#N)nc2c1, ClC(Cl)(Cl)Cl, O=C1CCC(=O)N1Br. The product is N#Cc1cc(Cl)c2ccc(CBr)cc2n1. As a reaction SMILES: [C:23]([O:24][O:25][C:26](=[O:27])[c:28]1[cH:29][cH:30][cH:31][cH:32][cH:33]1)(=[O:34])[c:35]1[cH:36][cH:37][cH:38][cH:39][cH:40]1.[Cl:1][c:2]1[cH:3][c:4]([C:13]#[N:14])[n:5][c:6]2[cH:7][c:8]([CH3:12])[cH:9][cH:10][c:11]12.[Cl:41][C:42]([Cl:43])([Cl:44])[Cl:45].[O:15]=[C:16]1[N:17]([Br:22])[C:18](=[O:19])[CH2:20][CH2:21]1>>[Cl:1][c:2]1[cH:3][c:4]([C:13]#[N:14])[n:5][c:6]2[cH:7][c:8]([CH2:12][Br:22])[cH:9][cH:10][c:11]12.